This data is from the Open Reaction Database (ORD), a public repository of structured organic reaction records. The task is: describe an organic reaction: reactants, conditions, products, and yield The product is ClC=1C=C(C=C(C1)Cl)CC[C@@H]1OC[C@H](CO1)CCC (trans-2-(2-(3,5-dichlorophenyl)ethyl)-5-propyl-1,3-dioxane). The solvent is O (water). Reaction SMILES: [CH2:1]([CH:4]([CH2:7][OH:8])[CH2:5][OH:6])[CH2:2][CH3:3].[Cl:9][C:10]1[CH:11]=[C:12]([CH2:17][CH2:18][CH:19]=O)[CH:13]=[C:14]([Cl:16])[CH:15]=1.C1(C)C=CC=CC=1>C1(C)C=CC(S(O)(=O)=O)=CC=1.O>[Cl:9][C:10]1[CH:11]=[C:12]([CH2:17][CH2:18][C@H:19]2[O:8][CH2:7][C@H:4]([CH2:1][CH2:2][CH3:3])[CH2:5][O:6]2)[CH:13]=[C:14]([Cl:16])[CH:15]=1. Isolated yield 72.1%. Procedure details: A solution comprising 18.3 g (155.1 mmol) of 2-propyl-1,3-propanediol, 30.0 g (147.7 mmol) of 3-(3,5-dichlorophenyl)-propionaldehyde, 1.5 g of p-toluenesulfonic acid, and 300 ml of toluene was heated to reflux while taking out the distilled water for 3 hours. After termination of the reaction, the organic layer was washed with a diluted aqueous sodium bicarbonate solution once and water thrice, and then dried over anhydrous magnesium sulfate. The solvent was distilled off under a reduced pressur... The reactants are C(CC)C(CO)CO (2-propyl-1,3-propanediol), ClC=1C=C(C=C(C1)Cl)CCC=O (3-(3,5-dichlorophenyl)-propionaldehyde), C1(=CC=CC=C1)C (toluene). The reagents and catalysts are C1(=CC=C(C=C1)S(=O)(=O)O)C (p-toluenesulfonic acid). Starting materials: CN(C)C=O (DMF), [Si](C)(C)(C(C)(C)C)OCCC[C@@H](C)[C@H]1CC[C@H]2[C@@H]3[C@@H](C[C@H]4C[C@H](CC[C@]4(C)[C@H]3CC[C@]12C)OC1OCCCC1)O (24-t-Butyldimethylsilyloxy-3β-tetrahydropyranyloxy-5α-cholan-7α-ol), C(C1=CC=CC=C1)Br (benzyl bromide). Run in C1CCOC1 (THF). Reaction conditions: temperature 400 celsius, time 8 hour. The product is C(C1=CC=CC=C1)O[C@H]1[C@H]2[C@@H]3CC[C@H]([C@@H](CCCO[Si](C)(C)C(C)(C)C)C)[C@]3(CC[C@@H]2[C@]2(CC[C@@H](C[C@@H]2C1)OC1OCCCC1)C)C (7α-Benzyloxy-24-t-butyldimethylsilyloxy-3β-tetrahydropyranyloxy-5α-cholane). The yield is 87.0%. RXN SMILES: CN(C=O)C.[Si:6]([O:13][CH2:14][CH2:15][CH2:16][C@H:17]([C@@H:19]1[C@:36]2([CH3:37])[C@H:22]([C@H:23]3[C@H:33]([CH2:34][CH2:35]2)[C@:31]2([CH3:32])[C@H:26]([CH2:27][C@@H:28]([O:38][CH:39]4[CH2:44][CH2:43][CH2:42][CH2:41][O:40]4)[CH2:29][CH2:30]2)[CH2:25][C@H:24]3[OH:45])[CH2:21][CH2:20]1)[CH3:18])([C:9]([CH3:12])([CH3:11])[CH3:10])([CH3:8])[CH3:7].[CH2:46](Br)[C:47]1[CH:52]=[CH:51][CH:50]=[CH:49][CH:48]=1>C1COCC1>[CH2:46]([O:45][C@@H:24]1[CH2:25][C@@H:26]2[C@:31]([CH3:32])([CH2:30][CH2:29][C@H:28]([O:38][CH:39]3[CH2:44][CH2:43][CH2:42][CH2:41][O:40]3)[CH2:27]2)[C@@H:33]2[C@@H:23]1[C@H:22]1[C@:36]([CH3:37])([CH2:35][CH2:34]2)[C@@H:19]([C@H:17]([CH3:18])[CH2:16][CH2:15][CH2:14][O:13][Si:6]([C:9]([CH3:10])([CH3:11])[CH3:12])([CH3:8])[CH3:7])[CH2:20][CH2:21]1)[C:47]1[CH:52]=[CH:51][CH:50]=[CH:49][CH:48]=1. Procedure: A flame-dried round-bottom flask with stirring bar was charged with sodium hydride (60% in mineral oil, 28 mg, 0.69 mmol), equipped with a septum and a gas-needle inlet and flushed with argon. The mineral oil was removed by washing (3×) with dry pentane, and the pentane was removed to provide the sodium hydride as a powder. Dry DMF (2.0 ml) was added. A solution of alcohol 2006 (40 mg, 0.069 mmol) in dry THF (2 ml) was added dropwise via syringe. The reaction mixture was stirred overnight and th... Reactants: O=C([O-])[O-], CCOC(C)=O, CO, Cc1ccccc1, CC(C)c1cc(C(C)C)c(-c2ccccc2P(C2CCCCC2)C2CCCCC2)c(C(C)C)c1, [Cs+], [Cs+], Fc1ccccc1Cc1n[nH]c2ccccc12, Nc1nc(N)nc(Cl)n1. The product is Nc1nc(N)nc(-n2nc(Cc3ccccc3F)c3ccccc32)n1. As a reaction SMILES: [C:61](=[O:62])([O-:63])[O-:64].[CH3:67][CH2:68][O:69][C:70](=[O:71])[CH3:72].[CH3:73][OH:74].[CH3:75][c:76]1[cH:77][cH:78][cH:79][cH:80][cH:81]1.[CH:27]1([P:28]([CH:29]2[CH2:30][CH2:31][CH2:32][CH2:33][CH2:34]2)[c:35]2[cH:36][cH:37][cH:38][cH:39][c:40]2-[c:41]2[c:42]([CH:43]([CH3:44])[CH3:45])[cH:46][c:47]([CH:48]([CH3:49])[CH3:50])[cH:51][c:52]2[CH:53]([CH3:54])[CH3:55])[CH2:56][CH2:57][CH2:58][CH2:59][CH2:60]1.[Cs+:65].[Cs+:66].[F:1][c:2]1[c:3]([CH2:4][c:5]2[n:6][nH:7][c:8]3[cH:9][cH:10][cH:11][cH:12][c:13]23)[cH:14][cH:15][cH:16][cH:17]1.[NH2:18][c:19]1[n:20][c:21]([NH2:22])[n:23][c:24]([Cl:25])[n:26]1>>[F:1][c:2]1[c:3]([CH2:4][c:5]2[n:6][n:7](-[c:24]3[n:23][c:21]([NH2:22])[n:20][c:19]([NH2:18])[n:26]3)[c:8]3[cH:9][cH:10][cH:11][cH:12][c:13]23)[cH:14][cH:15][cH:16][cH:17]1. The reactants are BrC1=CC=C(C=C1)C(C(=O)OC)C (Methyl 2-(4-bromophenyl)propanoate), C[Si](C)(C)[N-][Si](C)(C)C.[Na+] (NaHMDS), IC (iodomethane). Run in C1CCOC1 (THF), C1CCOC1 (THF). Conditions: time 1 hour. The product is BrC1=CC=C(C=C1)C(C(=O)OC)(C)C (Methyl 2-(4-bromophenyl)-2-methylpropanoate). As a reaction SMILES: [Br:1][C:2]1[CH:7]=[CH:6][C:5]([CH:8]([CH3:13])[C:9]([O:11][CH3:12])=[O:10])=[CH:4][CH:3]=1.[CH3:14][Si]([N-][Si](C)(C)C)(C)C.[Na+].IC>C1COCC1>[Br:1][C:2]1[CH:3]=[CH:4][C:5]([C:8]([CH3:14])([CH3:13])[C:9]([O:11][CH3:12])=[O:10])=[CH:6][CH:7]=1 |f:1.2|. Procedure details: To a stirred solution of compound 68b (5 g, 0.02 mol) in THF (100 mL) was added a 1 M THF solution of NaHMDS (22.6 mL, 22.6 mmol) at 0° C. under a nitrogen atmosphere. The resulting solution was allowed to warm to room temperature and stirred for 1 h. The reaction mixture was then cooled to 0° C. and iodomethane (3.19 g, 22.5 mmol) was added dropwise. The ice-water bath was removed and stirring was continued for an additional hour at room temperature. The reaction mixture was then treated with w... Starting materials: COc1cc(C=O)cc2c1OCC2, CC(C)[P+](c1ccccc1)(c1ccccc1)c1ccccc1, [H-], [I-], [Na+], C1CCOC1, O. Product: COc1cc(C=C(C)C)cc2c1OCC2. RXN SMILES: [CH3:1][O:2][c:3]1[cH:4][c:5]([CH:12]=[O:13])[cH:6][c:7]2[c:11]1[O:10][CH2:9][CH2:8]2.[CH:15]([CH3:16])([CH3:17])[P+:18]([c:19]1[cH:20][cH:21][cH:22][cH:23][cH:24]1)([c:25]1[cH:26][cH:27][cH:28][cH:29][cH:30]1)[c:31]1[cH:32][cH:33][cH:34][cH:35][cH:36]1.[H-:37].[I-:14].[Na+:38].[O:40]1[CH2:41][CH2:42][CH2:43][CH2:44]1.[OH2:39]>>[CH3:1][O:2][c:3]1[cH:4][c:5]([CH:12]=[C:15]([CH3:16])[CH3:17])[cH:6][c:7]2[c:11]1[O:10][CH2:9][CH2:8]2. The reactants are compound 150, ClC1=C(C=C(C(=C1)Cl)OC1=C(C=C(C=C1)O)Cl)N1N=C(N(C1=O)C(F)F)C (1-[2,4-dichloro-5-(2-chloro-4-hydroxyphenoxy)phenyl]-4-difluoromethyl-4,5-dihydro-3-methyl-1,2,4-triazol-5(1H)-one), BrC(C(=O)OC)C (methyl 2-bromopropionate), C([O-])([O-])=O.[K+].[K+] (potassium carbonate). Run in C(C)C(=O)C (methyl ethyl ketone). Product: ClC1=C(OC2=C(C=C(OC(C(=O)OC)C)C=C2)Cl)C=C(C(=C1)Cl)N1N=C(N(C1=O)C(F)F)C (methyl 2-[4-[2,4-dichloro-5-(4-difluoromethyl-4,5-dihydro -3-methyl-5-oxo-1H-1,2,4-triazol-1-yl)phenoxy]-3-chlorophenoxy]propionate). Yield: 51.5%. Reaction SMILES: [Cl:1][C:2]1[CH:7]=[C:6]([Cl:8])[C:5]([O:9][C:10]2[CH:15]=[CH:14][C:13]([OH:16])=[CH:12][C:11]=2[Cl:17])=[CH:4][C:3]=1[N:18]1[C:22](=[O:23])[N:21]([CH:24]([F:26])[F:25])[C:20]([CH3:27])=[N:19]1.Br[CH:29]([CH3:34])[C:30]([O:32][CH3:33])=[O:31].C(=O)([O-])[O-].[K+].[K+]>C(C(C)=O)C>[Cl:8][C:6]1[CH:7]=[C:2]([Cl:1])[C:3]([N:18]2[C:22](=[O:23])[N:21]([CH:24]([F:26])[F:25])[C:20]([CH3:27])=[N:19]2)=[CH:4][C:5]=1[O:9][C:10]1[CH:15]=[CH:14][C:13]([O:16][CH:29]([CH3:34])[C:30]([O:32][CH3:33])=[O:31])=[CH:12][C:11]=1[Cl:17] |f:2.3.4|. Procedure: In a manner similar to Step D of Example 1, the reaction of 1.3 g (0.0029 mole) of 1-[2,4-dichloro-5-(2-chloro-4-hydroxyphenoxy)phenyl]-4-difluoromethyl-4,5-dihydro-3-methyl-1,2,4-triazol-5(1H)-one with 0.73 g (0.0044 mole) of methyl 2-bromopropionate and 0.60 g (0.0044 mole) of potassium carbonate in 60 ml of methyl ethyl ketone yielded 0.78 g of methyl 2-[4-[2,4-dichloro-5-(4-difluoromethyl-4,5-dihydro -3-methyl-5-oxo-1H-1,2,4-triazol-1-yl)phenoxy]-3-chlorophenoxy]propionate as an oil, compoun...